Dataset: the Open Reaction Database (ORD), a public repository of structured organic reaction records. Task: describe an organic reaction: reactants, conditions, products, and yield Reactants: P(=O)(Cl)(Cl)Cl (phosphorus oxychloride), O (Water), C(CCCCC)ON=C(C(=O)O)C=1N=C(SC1)N (2-hexyloxyimino-2-(2-amino-1,3-thiazol-4-yl)acetic acid), P(=O)(Cl)(Cl)Cl (Phosphorus oxychloride), NC1[C@@H]2N(C(=C(CS2)CSC2=CN=NN2)C(=O)O)C1=O (7-amino-3-(1H-1,2,3-triazol-5-yl)thiomethyl-3-cephem-4-carboxylic acid). Solvent: C[Si](C)(C)CC(=O)N (Trimethylsilylacetamide), CN(C=O)C (dimethylformamide), O1CCCC1 (tetrahydrofuran), O1CCCC1 (tetrahydrofuran), C[Si](C)(C)CC(=O)N (trimethylsilylacetamide). Reaction conditions: time 20 minute. Yields the product C(CCCCC)ON=C(C(=O)NC1[C@@H]2N(C(=C(CS2)CSC2=CN=NN2)C(=O)O)C1=O)C=1N=C(SC1)N (7-[2-hexyloxyimino-2-(2-amino-1,3-thiazol-4-yl)acetamido]-3-(1H-1,2,3-triazol-5-yl)thiomethyl-3-cephem-4-carboxylic acid). Yield: 35.9%. As a reaction SMILES: O.[CH2:2]([O:8][N:9]=[C:10]([C:14]1[N:15]=[C:16]([NH2:19])[S:17][CH:18]=1)[C:11]([OH:13])=O)[CH2:3][CH2:4][CH2:5][CH2:6][CH3:7].P(Cl)(Cl)(Cl)=O.[NH2:25][CH:26]1[C:43](=[O:44])[N:28]2[C:29]([C:40]([OH:42])=[O:41])=[C:30]([CH2:33][S:34][C:35]3[NH:39][N:38]=[N:37][CH:36]=3)[CH2:31][S:32][C@H:27]12>O1CCCC1.C[Si](CC(N)=O)(C)C.CN(C)C=O>[CH2:2]([O:8][N:9]=[C:10]([C:14]1[N:15]=[C:16]([NH2:19])[S:17][CH:18]=1)[C:11]([NH:25][CH:26]1[C:43](=[O:44])[N:28]2[C:29]([C:40]([OH:42])=[O:41])=[C:30]([CH2:33][S:34][C:35]3[NH:39][N:38]=[N:37][CH:36]=3)[CH2:31][S:32][C@H:27]12)=[O:13])[CH2:3][CH2:4][CH2:5][CH2:6][CH3:7]. Procedure: Water (0.1 ml) was added to a suspension of 2-hexyloxyimino-2-(2-amino-1,3-thiazol-4-yl)acetic acid (syn isomer) (2.0 g) in tetrahydrofuran (20 ml). Phosphorus oxychloride (1.4 g) was added thereto at 0° to 5° C. and the mixture was stirred for 20 minutes at the same temperature. Trimethylsilylacetamide (1.3 g) was added thereto, the mixture was stirred for 20 minutes at the same temperature, phosphorus oxychloride (1.4 g) was added thereto, the resulting mixture was stirred for 20 minutes at 0°... Starting materials: CC(=O)OCCC1CN(Cc2ccccc2)CCO1, CC#N, O=C(Cl)OCc1ccccc1. Product: CC(=O)OCCC1CN(C(=O)OCc2ccccc2)CCO1. As a reaction SMILES: [C:1]([CH3:2])(=[O:3])[O:4][CH2:5][CH2:6][CH:7]1[O:8][CH2:9][CH2:10][N:11]([CH2:13][c:14]2[cH:15][cH:16][cH:17][cH:18][cH:19]2)[CH2:12]1.[CH3:31][C:32]#[N:33].[Cl:20][C:21](=[O:22])[O:23][CH2:24][c:25]1[cH:26][cH:27][cH:28][cH:29][cH:30]1>>[C:1]([CH3:2])(=[O:3])[O:4][CH2:5][CH2:6][CH:7]1[O:8][CH2:9][CH2:10][N:11]([C:21](=[O:22])[O:23][CH2:24][c:25]2[cH:26][cH:27][cH:28][cH:29][cH:30]2)[CH2:12]1.